From a dataset of the Open Reaction Database (ORD), a public repository of structured organic reaction records. describe an organic reaction: reactants, conditions, products, and yield Isolated yield 73.0%. Starting materials: C(C)OC(=O)C=1N=NC(=CC1)OCC=1C(=NOC1C)C1=CC=C(C=C1)F (6-[3-(4-fluoro-phenyl)-5-methyl-isoxazol-4-ylmethoxy]-pyridazine-3-carboxylic acid ethyl ester), NC1CCOCC1 (4-aminotetrahydropyran). Yields the product O1CCC(CC1)NC(=O)C=1N=NC(=CC1)OCC=1C(=NOC1C)C1=CC=C(C=C1)F (6-[3-(4-Fluoro-phenyl)-5-methyl-isoxazol-4-ylmethoxy]-pyridazine-3-carboxylic acid (tetrahydro-pyran-4-yl)-amide). Reported procedure: As described for example 59, 6-[3-(4-fluoro-phenyl)-5-methyl-isoxazol-4-ylmethoxy]-pyridazine-3-carboxylic acid ethyl ester (143 mg, 0.4 mmol) was converted, using 4-aminotetrahydropyran instead of aminomethylcyclopropane, to the title compound (120 mg, 73%) which was obtained as a white solid after recrystallization from heptane:ethyl acetate. MS: m/e=413.3 [M+H]. As a reaction SMILES: C(O[C:4]([C:6]1[N:7]=[N:8][C:9]([O:12][CH2:13][C:14]2[C:15]([C:20]3[CH:25]=[CH:24][C:23]([F:26])=[CH:22][CH:21]=3)=[N:16][O:17][C:18]=2[CH3:19])=[CH:10][CH:11]=1)=[O:5])C.[NH2:27][CH:28]1[CH2:33][CH2:32][O:31][CH2:30][CH2:29]1>>[O:31]1[CH2:32][CH2:33][CH:28]([NH:27][C:4]([C:6]2[N:7]=[N:8][C:9]([O:12][CH2:13][C:14]3[C:15]([C:20]4[CH:21]=[CH:22][C:23]([F:26])=[CH:24][CH:25]=4)=[N:16][O:17][C:18]=3[CH3:19])=[CH:10][CH:11]=2)=[O:5])[CH2:29][CH2:30]1. The reactants are C1CCOC1, C[Si](C)(C)N=C=O, CCOC(C)=O, CSc1ccc(C=C2C(C)=C(CCNO)c3cc(F)ccc32)cc1, O. Product: CSc1ccc(C=C2C(C)=C(CCN(O)C(N)=O)c3cc(F)ccc32)cc1. As a reaction SMILES: [CH2:39]1[O:40][CH2:41][CH2:42][CH2:43]1.[CH3:25][Si:26]([CH3:27])([CH3:28])[N:29]=[C:30]=[O:31].[CH3:33][CH2:34][O:35][C:36](=[O:37])[CH3:38].[F:1][c:2]1[cH:3][c:4]2[c:8]([cH:9][cH:10]1)[C:7](=[CH:11][c:12]1[cH:13][cH:14][c:15]([S:18][CH3:19])[cH:16][cH:17]1)[C:6]([CH3:20])=[C:5]2[CH2:21][CH2:22][NH:23][OH:24].[OH2:32]>>[F:1][c:2]1[cH:3][c:4]2[c:8]([cH:9][cH:10]1)[C:7](=[CH:11][c:12]1[cH:13][cH:14][c:15]([S:18][CH3:19])[cH:16][cH:17]1)[C:6]([CH3:20])=[C:5]2[CH2:21][CH2:22][N:23]([OH:24])[C:30]([NH2:29])=[O:31].